The task is: describe an organic reaction: reactants, conditions, products, and yield. This data is from the Open Reaction Database (ORD), a public repository of structured organic reaction records. Reactants: BrC=1C=C(C=O)C=CC1Br (3,4-dibromobenzaldehyde), C(=O)(OCC)C=P(C1=CC=CC=C1)(C1=CC=CC=C1)C1=CC=CC=C1 (carboethoxymethylenetriphenylphosphorane). Run in ClCCl (dichloromethane). The product is C(C)OC(C=CC1=CC(=C(C=C1)Br)Br)=O (ethyl-3-(3,4-dibromophenyl)propenoate). The yield is 84.6%. RXN SMILES: [Br:1][C:2]1[CH:3]=[C:4]([CH:7]=[CH:8][C:9]=1[Br:10])[CH:5]=O.[C:11]([CH:16]=P(C1C=CC=CC=1)(C1C=CC=CC=1)C1C=CC=CC=1)([O:13][CH2:14][CH3:15])=[O:12]>ClCCl>[CH2:14]([O:13][C:11](=[O:12])[CH:16]=[CH:5][C:4]1[CH:7]=[CH:8][C:9]([Br:10])=[C:2]([Br:1])[CH:3]=1)[CH3:15]. Reported procedure: The above aldehyde (2.25 g) was dissolved in dichloromethane (25 ml) and carboethoxymethylenetriphenylphosphorane (2.96 g) was added. After 18 hours at 25° the solution was concentrated in vacuo and the residue washed with hexane. Combined hexane washings were concentrated in vacuo to give ethyl-3-(3,4-dibromophenyl)propenoate (2.4 g). NMR 1H 7.7(2H,m), 7.50(1H,d), 7.15(1H,dd), 6.32(1H,d), 4.26(2H,q), 1.33(3H,t). RXN SMILES: Br[C:2]1[CH:3]=[C:4]([C:8]2[CH:13]=[CH:12][CH:11]=[CH:10][C:9]=2[O:14][CH3:15])[CH:5]=[CH:6][CH:7]=1.C([Li])CCC.[CH2:21]([O:28][C:29]1[C:34]([C:35]([CH3:38])([CH3:37])[CH3:36])=[CH:33][CH:32]=[CH:31][C:30]=1[C:39](=[O:41])[CH3:40])[C:22]1[CH:27]=[CH:26][CH:25]=[CH:24][CH:23]=1.[Cl-].[NH4+]>O1CCCC1>[CH2:21]([O:28][C:29]1[C:34]([C:35]([CH3:36])([CH3:37])[CH3:38])=[CH:33][CH:32]=[CH:31][C:30]=1[C:39]([C:2]1[CH:3]=[C:4]([C:8]2[CH:13]=[CH:12][CH:11]=[CH:10][C:9]=2[O:14][CH3:15])[CH:5]=[CH:6][CH:7]=1)([OH:41])[CH3:40])[C:22]1[CH:23]=[CH:24][CH:25]=[CH:26][CH:27]=1 |f:3.4|. Reported procedure: A solution of 3′-bromo-2-methoxybiphenyl (1.31 g, 5 mmol) in anhydrous tetrahydrofuran (20 mL) was stirred at −78° C. and 2.5M n-butyllithium in hexanes (2 mL, 5 mmol) was added at such a rate that the temperature did not exceed −70° C. Stirring was continued at −78° C. for 1 hr. A solution of 1-(2-(benzyloxy)-3-tert-butylphenyl)ethanone (1.41 g, 5 mmol) in tetrahydrofuran (8 mL) was added at such a rate that the temperature did not exceed −65° C. Stirring was continued at −78° C. for 20 min and... Solvent: O1CCCC1 (tetrahydrofuran), O1CCCC1 (tetrahydrofuran). Reactants: C(C1=CC=CC=C1)OC1=C(C=CC=C1C(C)(C)C)C(C)=O (1-(2-(benzyloxy)-3-tert-butylphenyl)ethanone), BrC=1C=C(C=CC1)C1=C(C=CC=C1)OC (3′-bromo-2-methoxybiphenyl), C(CCC)[Li] (n-butyllithium), hexanes, [Cl-].[NH4+] (ammonium chloride). Run at time 1 hour. The product is C(C1=CC=CC=C1)OC1=C(C=CC=C1C(C)(C)C)C(C)(O)C=1C=C(C=CC1)C1=C(C=CC=C1)OC (1-(2-(Benzyloxy)-3-tert-butylphenyl)-1-(2′-methoxybiphenyl-3-yl)ethanol).